From a dataset of the Open Reaction Database (ORD), a public repository of structured organic reaction records. describe an organic reaction: reactants, conditions, products, and yield The product is COC(CC=1C=C(C(=CC1)OC)C1=C(C=C(C=C1)C(F)(F)F)CNCCC1=CC=CC=C1)=O ([6-Methoxy-2′-(phenethylamino-methyl)-4′-trifluoromethyl-biphenyl-3-yl]-acetic acid methyl ester). Reaction conditions: time 2 hour. Run in C(Cl)Cl (CH2Cl2). Procedure details: To a solution of (2′-formyl-6-methoxy-4′-trifluoromethyl-biphenyl-3-yl)-acetic acid methyl ester (0.277 g, 0.79 mmol) and 2-phenylethylamine (0.15 mL, 1.18 mmol) in CH2Cl2 (4 mL) was added sodium triacetoxyborohydride (0.251 g, 1.18 mmol), and the reaction was stirred at room temperature for 2 hours. Analytical LCMS indicated that some starting material was still present, so additional 2-phenylethylamine (0.15 mL, 1.18 mmol) was added, along with acetic acid (1 drop), and the reaction was stirre... Reaction SMILES: [CH3:1][O:2][C:3](=[O:25])[CH2:4][C:5]1[CH:6]=[C:7]([C:13]2[CH:18]=[CH:17][C:16]([C:19]([F:22])([F:21])[F:20])=[CH:15][C:14]=2[CH:23]=O)[C:8]([O:11][CH3:12])=[CH:9][CH:10]=1.[C:26]1([CH2:32][CH2:33][NH2:34])[CH:31]=[CH:30][CH:29]=[CH:28][CH:27]=1.C(O[BH-](OC(=O)C)OC(=O)C)(=O)C.[Na+]>C(Cl)Cl.C(O)(=O)C>[CH3:1][O:2][C:3](=[O:25])[CH2:4][C:5]1[CH:6]=[C:7]([C:13]2[CH:18]=[CH:17][C:16]([C:19]([F:22])([F:20])[F:21])=[CH:15][C:14]=2[CH2:23][NH:34][CH2:33][CH2:32][C:26]2[CH:31]=[CH:30][CH:29]=[CH:28][CH:27]=2)[C:8]([O:11][CH3:12])=[CH:9][CH:10]=1 |f:2.3|. Reagents/catalysts: C(C)(=O)O (acetic acid). The reactants are C1(=CC=CC=C1)CCN (2-phenylethylamine), C(C)(=O)O[BH-](OC(C)=O)OC(C)=O.[Na+] (sodium triacetoxyborohydride), COC(CC=1C=C(C(=CC1)OC)C1=C(C=C(C=C1)C(F)(F)F)C=O)=O ((2′-formyl-6-methoxy-4′-trifluoromethyl-biphenyl-3-yl)-acetic acid methyl ester), C1(=CC=CC=C1)CCN (2-phenylethylamine), C(C)(=O)O[BH-](OC(C)=O)OC(C)=O.[Na+] (sodium triacetoxyborohydride), C(C)(=O)O[BH-](OC(C)=O)OC(C)=O.[Na+] (sodium triacetoxyborohydride). The reactants are C(=O)(C(F)(F)F)O (TFA), FC(C(=O)C1=CC=C(C=C1)N1CCN(CC1)C(=O)OC(C)(C)C)(F)F (tert. butyl 4-[4-(2,2,2-trifluoro-acetyl)-phenyl]-piperazin-1-carboxylate). Run in C(Cl)Cl (DCM). Conditions: temperature 0 celsius, time 24 hour. Yields the product FC(C(=O)C1=CC=C(C=C1)N1CCNCC1)(F)F (2,2,2-trifluoro-1-(4-piperazin-1-yl-phenyl)-ethanone). Reaction SMILES: C(O)(C(F)(F)F)=O.[F:8][C:9]([F:32])([F:31])[C:10]([C:12]1[CH:17]=[CH:16][C:15]([N:18]2[CH2:23][CH2:22][N:21](C(OC(C)(C)C)=O)[CH2:20][CH2:19]2)=[CH:14][CH:13]=1)=[O:11]>C(Cl)Cl>[F:32][C:9]([F:8])([F:31])[C:10]([C:12]1[CH:13]=[CH:14][C:15]([N:18]2[CH2:19][CH2:20][NH:21][CH2:22][CH2:23]2)=[CH:16][CH:17]=1)=[O:11]. Procedure: 2.0 mL TFA were added to a solution of 267 mg (0.75 mmol) tert. butyl 4-[4-(2,2,2-trifluoro-acetyl)-phenyl]-piperazin-1-carboxylate in 30 mL DCM cooled to 0° C. and the reaction mixture was stirred for 24 h, while warming up to RT. It was evaporated down i.vac.; the crude product was further reacted without purification. Reaction conditions: time 1 hour. Starting materials: [H-].[Na+] (NaH), C(C1=CC=CC=C1)C1=NN=C(C2=CC=CC=C12)N1CCN(CC1)C1=CC=C(C=N1)CO ({6-[4-(4-Benzyl-phthalazin-1-yl)-piperazin-1-yl]-pyridin-3-yl}-methanol), CN(C(=O)Cl)C (dimethyl carbamoyl chloride), [H-].[Na+] (NaH). As a reaction SMILES: [CH2:1]([C:8]1[C:17]2[C:12](=[CH:13][CH:14]=[CH:15][CH:16]=2)[C:11]([N:18]2[CH2:23][CH2:22][N:21]([C:24]3[N:29]=[CH:28][C:27]([CH2:30][OH:31])=[CH:26][CH:25]=3)[CH2:20][CH2:19]2)=[N:10][N:9]=1)[C:2]1[CH:7]=[CH:6][CH:5]=[CH:4][CH:3]=1.[H-].[Na+].[CH3:34][N:35]([CH3:39])[C:36](Cl)=[O:37]>C1COCC1>[CH2:1]([C:8]1[C:17]2[C:12](=[CH:13][CH:14]=[CH:15][CH:16]=2)[C:11]([N:18]2[CH2:23][CH2:22][N:21]([C:24]3[N:29]=[CH:28][C:27]([CH2:30][O:31][C:36](=[O:37])[N:35]([CH3:39])[CH3:34])=[CH:26][CH:25]=3)[CH2:20][CH2:19]2)=[N:10][N:9]=1)[C:2]1[CH:7]=[CH:6][CH:5]=[CH:4][CH:3]=1 |f:1.2|. Procedure details: {6-[4-(4-Benzyl-phthalazin-1-yl)-piperazin-1-yl]-pyridin-3-yl}-methanol (75 mg, 0.182 mmol) is dissolved in THF (1 mL) and added to a flask containing NaH (7.5 mg, 0.188 mmol). Stir 1 h at room temperature. Add dimethyl carbamoyl chloride (22 mg, 2.096 mmol) and stir for 16 h at room temperature. Incomplete conversion observed. Reaction is heated to 60° C. and stirred 16 h. Add additional NaH (7.5 mg, 0.188 mmol) is added and reaction quickly reaches 95% conversion. Concentrate reaction mixture ... Solvent: C1CCOC1 (THF). The product is C(C1=CC=CC=C1)C1=NN=C(C2=CC=CC=C12)N1CCN(CC1)C1=CC=C(C=N1)COC(N(C)C)=O (Dimethyl-carbamic acid 6-[4-(4-benzyl-phthalazin-1-yl)-piperazin-1-yl]-pyridin-3-ylmethyl ester). Yield: 27.3%.